Dataset: the Open Reaction Database (ORD), a public repository of structured organic reaction records. Task: describe an organic reaction: reactants, conditions, products, and yield The reactants are BrC1=CC=C(C=C1)C1=C(C=C2C(=N1)N(C(=N2)O[C@@H]2CO[C@H]1[C@@H]2OC[C@H]1O)COCC[Si](C)(C)C)Cl ((3R,3aR,6R,6aR)-6-(5-(4-bromophenyl)-6-chloro-3-((2-(trimethylsilyl)ethoxy)methyl)-3H-imidazo[4,5-b]pyridin-2-yloxy)hexahydrofuro[3,2-b]furan-3-ol), N1CCC(CC1)NC(OC)=O (methyl piperidin-4-ylcarbamate), Intermediate 23. RXN SMILES: Br[C:2]1[CH:7]=[CH:6][C:5]([C:8]2[N:13]=[C:12]3[N:14]([CH2:27][O:28][CH2:29][CH2:30][Si:31]([CH3:34])([CH3:33])[CH3:32])[C:15]([O:17][C@H:18]4[C@H:22]5[O:23][CH2:24][C@@H:25]([OH:26])[C@H:21]5[O:20][CH2:19]4)=[N:16][C:11]3=[CH:10][C:9]=2[Cl:35])=[CH:4][CH:3]=1.[NH:36]1[CH2:41][CH2:40][CH:39]([NH:42][C:43](=[O:46])[O:44][CH3:45])[CH2:38][CH2:37]1>>[Cl:35][C:9]1[CH:10]=[C:11]2[N:16]=[C:15]([O:17][C@@H:18]3[CH2:19][O:20][C@@H:21]4[C@H:25]([OH:26])[CH2:24][O:23][C@H:22]34)[N:14]([CH2:27][O:28][CH2:29][CH2:30][Si:31]([CH3:34])([CH3:33])[CH3:32])[C:12]2=[N:13][C:8]=1[C:5]1[CH:6]=[CH:7][C:2]([N:36]2[CH2:37][CH2:38][CH:39]([NH:42][C:43](=[O:46])[O:44][CH3:45])[CH2:40][CH2:41]2)=[CH:3][CH:4]=1. Yields the product ClC=1C=C2C(=NC1C1=CC=C(C=C1)N1CCC(CC1)NC(OC)=O)N(C(=N2)O[C@H]2[C@@H]1[C@H](OC2)[C@@H](CO1)O)COCC[Si](C)(C)C (Methyl 1-(4-(6-chloro-2-((3R,3aR,6R,6aR)-6-hydroxyhexahydrofuro[3,2-b]furan-3-yloxy)-3-((2-(trimethylsilyl)ethoxy)methyl)-3H-imidazo[4,5-b]pyridin-5-yl)phenyl)piperidin-4-ylcarbamate). Procedure details: The title compound is prepared from (3R,3aR,6R,6aR)-6-(5-(4-bromophenyl)-6-chloro-3-((2-(trimethylsilyl)ethoxy)methyl)-3H-imidazo[4,5-b]pyridin-2-yloxy)hexahydrofuro[3,2-b]furan-3-ol and methyl piperidin-4-ylcarbamate following a procedure analogous to that described for Intermediate 23. LC (method 1): tR=0.97 min; Mass spectrum (ESI+): m/z=660 [M+H]+. Starting materials: FC1=CC=C(C=C1)N1C=C(C(C2=C(C(=C(C=C12)F)F)C)=O)C(=O)OCC (ethyl 1-(4-fluorophenyl)-5-methyl-6,7-difluoro-1,4-dihydro-4-oxoquinoline-3-carboxylate), Cl (hydrochloric acid). Run in C(C)(=O)O (acetic acid). Product: FC1=CC=C(C=C1)N1C=C(C(C2=C(C(=C(C=C12)F)F)C)=O)C(=O)O (1-(4-fluorophenyl)-5-methyl-6,7-difluoro-1,4-dihydro-4-oxoquinoline-3-carboxylic acid). Yield: 94.9%. As a reaction SMILES: [F:1][C:2]1[CH:7]=[CH:6][C:5]([N:8]2[C:17]3[C:12](=[C:13]([CH3:20])[C:14]([F:19])=[C:15]([F:18])[CH:16]=3)[C:11](=[O:21])[C:10]([C:22]([O:24]CC)=[O:23])=[CH:9]2)=[CH:4][CH:3]=1.Cl>C(O)(=O)C>[F:1][C:2]1[CH:3]=[CH:4][C:5]([N:8]2[C:17]3[C:12](=[C:13]([CH3:20])[C:14]([F:19])=[C:15]([F:18])[CH:16]=3)[C:11](=[O:21])[C:10]([C:22]([OH:24])=[O:23])=[CH:9]2)=[CH:6][CH:7]=1. Reported procedure: Employing ethyl 1-(4-fluorophenyl)-5-methyl-6,7-difluoro-1,4-dihydro-4-oxoquinoline-3-carboxylate (0.56 g), conc. hydrochloric acid (1.5 ml), and 90% acetic acid (6 ml), the procedure of Reference Example 10 is repeated to give 1-(4-fluorophenyl)-5-methyl-6,7-difluoro-1,4-dihydro-4-oxoquinoline-3-carboxylic acid (0.49 g), as white crystals, m.p. 255°-257° C. Product: COc1cc(F)cc2c1c(N)nn2Cc1cccc(C#N)c1. The reactants are CS(C)=O, N#Cc1cccc(CCl)c1, Cl, COc1cc(F)cc2[nH]nc(N)c12, [K+], [OH-], O. Reaction SMILES: [CH3:27][S:28]([CH3:29])=[O:30].[Cl:16][CH2:17][c:18]1[cH:19][c:20]([C:21]#[N:22])[cH:23][cH:24][cH:25]1.[ClH:26].[F:3][c:4]1[cH:5][c:6]([O:14][CH3:15])[c:7]2[c:8]([NH2:13])[n:9][nH:10][c:11]2[cH:12]1.[K+:2].[OH-:1].[OH2:31]>>[F:3][c:4]1[cH:5][c:6]([O:14][CH3:15])[c:7]2[c:8]([NH2:13])[n:9][n:10]([CH2:17][c:18]3[cH:19][c:20]([C:21]#[N:22])[cH:23][cH:24][cH:25]3)[c:11]2[cH:12]1. The reactants are COC(=O)c1cnc(N)c(N)c1, O=C(Cl)c1ccc([N+](=O)[O-])cc1, O, c1ccncc1. The product is COC(=O)c1cnc(N)c(NC(=O)c2ccc([N+](=O)[O-])cc2)c1. RXN SMILES: [CH3:1][O:2][C:3]([c:4]1[cH:5][n:6][c:7]([NH2:11])[c:8]([NH2:10])[cH:9]1)=[O:12].[N+:13](=[O:14])([O-:15])[c:16]1[cH:17][cH:18][c:19]([C:20](=[O:21])[Cl:22])[cH:23][cH:24]1.[OH2:25].[cH:26]1[cH:27][cH:28][n:29][cH:30][cH:31]1>>[CH3:1][O:2][C:3]([c:4]1[cH:5][n:6][c:7]([NH2:11])[c:8]([NH:10][C:20]([c:19]2[cH:18][cH:17][c:16]([N+:13](=[O:14])[O-:15])[cH:24][cH:23]2)=[O:21])[cH:9]1)=[O:12].